Dataset: the Open Reaction Database (ORD), a public repository of structured organic reaction records. Task: describe an organic reaction: reactants, conditions, products, and yield Starting materials: CI (methyl iodide), CC(C)(C)[O-].[K+] (Potassium tert-butylate), COC(=O)[C@@H]1CC[C@H](CC1)NCC1=CC2=C(OCCO2)C=C1 (trans-4-[(2,3-dihydro-benzo[1,4]dioxin-6-ylmethyl)-amino]-cyclohexanecarboxylic acid methyl ester), CI (methyl iodide). Solvent: CN(C=O)C (N,N-dimethylformamide). Run at time 4 hour. The product is COC(=O)[C@@H]1CC[C@H](CC1)N(C)CC1=CC2=C(OCCO2)C=C1 (trans-4-[(2,3-dihydro-benzo[1,4]dioxin-6-ylmethyl)-methyl-amino]-cyclohexanecarboxylic acid methyl ester). The yield is 1616.0%. As a reaction SMILES: [CH3:1]C([O-])(C)C.[K+].[CH3:7][O:8][C:9]([C@H:11]1[CH2:16][CH2:15][C@H:14]([NH:17][CH2:18][C:19]2[CH:28]=[CH:27][C:22]3[O:23][CH2:24][CH2:25][O:26][C:21]=3[CH:20]=2)[CH2:13][CH2:12]1)=[O:10].CI>CN(C)C=O>[CH3:7][O:8][C:9]([C@H:11]1[CH2:16][CH2:15][C@H:14]([N:17]([CH2:18][C:19]2[CH:28]=[CH:27][C:22]3[O:23][CH2:24][CH2:25][O:26][C:21]=3[CH:20]=2)[CH3:1])[CH2:13][CH2:12]1)=[O:10] |f:0.1|. Procedure details: Potassium tert-butylate (35 mg, 0.31 mmol, 1.0 eq) is added at room temperature to a stirred solution of trans-4-[(2,3-dihydro-benzo[1,4]dioxin-6-ylmethyl)-amino]-cyclohexanecarboxylic acid methyl ester (100 mg, 0.31 mmol, 1.0 eq) in N,N-dimethylformamide (4 mL), followed by methyl iodide (10 μL, 0.16 mmol, 0.5 eq). After 15 hours stirring at room temperature methyl iodide (10 μL, 0.16 mmol, 0.5 eq) is added again. After 4 hours stirring at room temperature, solvent is evaporated and the residue... Starting materials: NC1=C2C(=NC=N1)N(N=C2C2=CC(=C(C=C2)NC(OC(C)(C)C)=O)OC)C2=CC=C(C=C2)[N+](=O)[O-] (tert-butyl N-(4-{4-amino-1-[4-nitrophenyl]-1H-pyrazolo[3,4-d]pyrimidin-3-yl}-2-methoxyphenyl)carbamate), FC(C(=O)O)(F)F (trifluoroacetic acid). Solvent: ClCCl (dichloromethane). Run at temperature 0 celsius, time 20 minute. Yields the product NC1=C2C(=NC=N1)N(N=C2C2=CC(=C(C=C2)N)OC)C2=CC=C(C=C2)[N+](=O)[O-] (4-amino-3-(4-amino-3-methoxyphenyl)-1-[4-nitrophenyl]-1H-pyrazolo[3,4-d]pyrimidine). The yield is 93.8%. As a reaction SMILES: [NH2:1][C:2]1[N:7]=[CH:6][N:5]=[C:4]2[N:8]([C:27]3[CH:32]=[CH:31][C:30]([N+:33]([O-:35])=[O:34])=[CH:29][CH:28]=3)[N:9]=[C:10]([C:11]3[CH:16]=[CH:15][C:14]([NH:17]C(=O)OC(C)(C)C)=[C:13]([O:25][CH3:26])[CH:12]=3)[C:3]=12.FC(F)(F)C(O)=O>ClCCl>[NH2:1][C:2]1[N:7]=[CH:6][N:5]=[C:4]2[N:8]([C:27]3[CH:28]=[CH:29][C:30]([N+:33]([O-:35])=[O:34])=[CH:31][CH:32]=3)[N:9]=[C:10]([C:11]3[CH:16]=[CH:15][C:14]([NH2:17])=[C:13]([O:25][CH3:26])[CH:12]=3)[C:3]=12. Procedure: A suspension of tert-butyl N-(4-{4-amino-1-[4-nitrophenyl]-1H-pyrazolo[3,4-d]pyrimidin-3-yl}-2-methoxyphenyl)carbamate (0.386 g, 0.808 mmol) in dichloromethane (8 mL) at 0° C. was treated with trifluoroacetic acid (1.6 mL). The reaction mixture stirred for 20 min at 0° C., then ice bath was removed to stir at room temperature under a nitrogen atmosphere. The reaction mixture was stirred for 18 h. Solvent was removed under reduced pressure. Dichloromethane (15 mL) and sodium hydroxide 1N solution... Reaction SMILES: [Br:1][CH2:2][c:3]1[cH:4][cH:5][c:6]2[cH:7][n:8][n:9]([CH:12]3[O:13][CH2:14][CH2:15][CH2:16][CH2:17]3)[c:10]2[cH:11]1.[N-:19]=[N+:20]=[N-:21].[Na+:18].[O:23]=[CH:24][N:25]([CH3:26])[CH3:27].[OH2:22]>>[CH2:2]([c:3]1[cH:4][cH:5][c:6]2[cH:7][n:8][n:9]([CH:12]3[O:13][CH2:14][CH2:15][CH2:16][CH2:17]3)[c:10]2[cH:11]1)[N:19]=[N+:20]=[N-:21]. Yields the product [N-]=[N+]=NCc1ccc2cnn(C3CCCCO3)c2c1. Reactants: BrCc1ccc2cnn(C3CCCCO3)c2c1, [N-]=[N+]=[N-], [Na+], CN(C)C=O, O. Reactants: BrC1=CC(=C(O1)COC)C(=O)OC (methyl 5-bromo-2-(methoxymethyl)furan-3-carboxylate), FC1=CC=C(C=C1)B(O)O (4-fluorophenylboronic acid), C([O-])([O-])=O.[Na+].[Na+] (sodium carbonate), COCCOC (1,2-dimethoxyethane). Reagents/catalysts: C=1C=CC(=CC1)[P](C=2C=CC=CC2)(C=3C=CC=CC3)[Pd]([P](C=4C=CC=CC4)(C=5C=CC=CC5)C=6C=CC=CC6)([P](C=7C=CC=CC7)(C=8C=CC=CC8)C=9C=CC=CC9)[P](C=1C=CC=CC1)(C=1C=CC=CC1)C=1C=CC=CC1 (tetrakis(triphenylphosphine)palladium(0)). Solvent: O (water). The product is FC1=CC=C(C=C1)C1=CC(=C(O1)COC)C(=O)OC (methyl 5-(4-fluorophenyl)-2-(methoxymethyl)furan-3-carboxylate). Isolated yield 90.5%. RXN SMILES: Br[C:2]1[O:6][C:5]([CH2:7][O:8][CH3:9])=[C:4]([C:10]([O:12][CH3:13])=[O:11])[CH:3]=1.[F:14][C:15]1[CH:20]=[CH:19][C:18](B(O)O)=[CH:17][CH:16]=1.C(=O)([O-])[O-].[Na+].[Na+].COCCOC>C1C=CC([P]([Pd]([P](C2C=CC=CC=2)(C2C=CC=CC=2)C2C=CC=CC=2)([P](C2C=CC=CC=2)(C2C=CC=CC=2)C2C=CC=CC=2)[P](C2C=CC=CC=2)(C2C=CC=CC=2)C2C=CC=CC=2)(C2C=CC=CC=2)C2C=CC=CC=2)=CC=1.O>[F:14][C:15]1[CH:20]=[CH:19][C:18]([C:2]2[O:6][C:5]([CH2:7][O:8][CH3:9])=[C:4]([C:10]([O:12][CH3:13])=[O:11])[CH:3]=2)=[CH:17][CH:16]=1 |f:2.3.4,^1:39,41,60,79|. Reported procedure: A mixture of methyl 5-bromo-2-(methoxymethyl)furan-3-carboxylate (2.5 g), 4-fluorophenylboronic acid (1.7 g), tetrakis(triphenylphosphine)palladium(0) (0.6 g), 2N aqueous sodium carbonate solution (14 mL) and 1,2-dimethoxyethane (30 mL) was stirred under reflux overnight under an argon atmosphere. The reaction mixture was poured into water, and the mixture was extracted with ethyl acetate. The organic layer was washed with saturated brine, and dried over magnesium sulfate. The solvent was evapor...